The task is: describe an organic reaction: reactants, conditions, products, and yield. This data is from the Open Reaction Database (ORD), a public repository of structured organic reaction records. Starting materials: O=CO, NC(=O)c1ccc(N)nc1, [Na+], [OH-]. Yields the product NC(=O)c1ccc(NC=O)nc1. Reaction SMILES: [CH:13](=[O:14])[OH:15].[NH2:1][c:2]1[n:3][cH:4][c:5]([C:6](=[O:7])[NH2:8])[cH:9][cH:10]1.[Na+:12].[OH-:11]>>[NH:1]([c:2]1[n:3][cH:4][c:5]([C:6](=[O:7])[NH2:8])[cH:9][cH:10]1)[CH:13]=[O:14]. The reactants are C1=CC2=C(C=C1C(=O)O)C(=O)OC2=O (trimellitic acid anhydride), p,p' diphenyl methane diisocyanate, C(C)(=O)C1=CC=CC=C1 (acetophenone). Product: C(CCCCC(=O)O)(=O)O (adipic acid). The yield is 49.1%. Reaction SMILES: C1[C:6]([C:7]([OH:9])=[O:8])=[CH:5][C:4]2C([O:12][C:13](=[O:14])[C:3]=2C=1)=O.C(C1C=CC=CC=1)(=O)C>>[C:13]([OH:14])(=[O:12])[CH2:3][CH2:4][CH2:5][CH2:6][C:7]([OH:9])=[O:8]. Reported procedure: A solution is formed by mixing 128.6 grams of trimellitic acid anhydride and 257.5 grams of p,p' diphenyl methane diisocyanate and 109.0 grams of acetophenone by heating the mixture. At approximately 135°C. a clear homogeneous solution is obtained. Once clarity is obtained 48.0 grams of adipic acid are added slowly. The temperature of the mixture is raised to approximately 180°C. and slow reflux is maintained. After approximately 60 minutes, a yellow viscous resin is obtained and 530.5 grams of ... Reactants: CC(C)c1nc(CCCOCc2ccccc2)[nH]c1Sc1cc(Cl)cc(Cl)c1, CC#N, [Li+], [Li+], O=C([O-])[O-], O, CCOS(=O)(=O)OCC. Yields the product CCn1c(CCCOCc2ccccc2)nc(C(C)C)c1Sc1cc(Cl)cc(Cl)c1. RXN SMILES: [CH2:1]([c:2]1[cH:3][cH:4][cH:5][cH:6][cH:7]1)[O:8][CH2:9][CH2:10][CH2:11][c:12]1[nH:13][c:14]([S:20][c:21]2[cH:22][c:23]([Cl:28])[cH:24][c:25]([Cl:27])[cH:26]2)[c:15]([CH:17]([CH3:18])[CH3:19])[n:16]1.[CH3:44][C:45]#[N:46].[Li+:29].[Li+:30].[O-:31][C:32](=[O:33])[O-:34].[OH2:47].[S:35]([O:36][CH2:37][CH3:38])([O:41][CH2:39][CH3:40])(=[O:42])=[O:43]>>[CH2:1]([c:2]1[cH:3][cH:4][cH:5][cH:6][cH:7]1)[O:8][CH2:9][CH2:10][CH2:11][c:12]1[n:13]([CH2:39][CH3:40])[c:14]([S:20][c:21]2[cH:22][c:23]([Cl:28])[cH:24][c:25]([Cl:27])[cH:26]2)[c:15]([CH:17]([CH3:18])[CH3:19])[n:16]1. Starting materials: ClCC(=O)Cl (chloroacetyl chloride), CN([C@@H]1[C@@H](CC2=CC=CC=C12)O)C(C)C ((1S,2R)-N-methyl,N-i-propyl-1-amino-2-indanol), C(=O)([O-])[O-].[K+].[K+] (K2CO3). Run in ClCCl (dichloromethane), O (water). Reaction conditions: temperature 35 celsius, time 5 minute. Product: ClCC(=O)O[C@H]1[C@H](C2=CC=CC=C2C1)N(C(C)C)C ((1S,2R)-N-Methyl,N-i-propyl-1-amino-2-indanyl chloroacetate). Yield: 96.3%. As a reaction SMILES: [Cl:1][CH2:2][C:3](Cl)=[O:4].[CH3:6][N:7]([CH:18]([CH3:20])[CH3:19])[C@H:8]1[C:16]2[C:11](=[CH:12][CH:13]=[CH:14][CH:15]=2)[CH2:10][C@H:9]1[OH:17].C([O-])([O-])=O.[K+].[K+]>ClCCl.O>[Cl:1][CH2:2][C:3]([O:17][C@@H:9]1[CH2:10][C:11]2[C:16](=[CH:15][CH:14]=[CH:13][CH:12]=2)[C@@H:8]1[N:7]([CH3:6])[CH:18]([CH3:20])[CH3:19])=[O:4] |f:2.3.4|. Reported procedure: 2.00 grams (17.5 mmol) of chloroacetyl chloride was added drop by drop, in 5 minutes, to a solution of 3.00 grams (14.6 mmol) of (1S,2R)-N-methyl,N-i-propyl-1-amino-2-indanol in 40 ml of dichloromethane at room temperature. The temperature increased to 35° C. The reaction was stirred for 15 hours at room temperature. This was followed by the addition of 50 ml of a 5% K2CO3 solution in water and extraction. The basic water layer was once again extracted using 30 ml of dichloromethane. After the c... Reactants: [Si](C)(C)(C(C)(C)C)OCCCNC(OCC1=CC=CC=C1)=O (benzyl 3-(tert-butyldimethylsilyloxy)propylcarbamate), [H-].[Na+] (sodium hydride), IC (iodomethane). Run in O1CCCC1 (tetrahydrofuran). Run at time 8 hour. Product: [Si](C)(C)(C(C)(C)C)OCCCN(C(OCC1=CC=CC=C1)=O)C (benzyl 3-(tert-butyldimethylsilyloxy)propyl(methyl)carbamate). The yield is 93.7%. As a reaction SMILES: [Si:1]([O:8][CH2:9][CH2:10][CH2:11][NH:12][C:13](=[O:22])[O:14][CH2:15][C:16]1[CH:21]=[CH:20][CH:19]=[CH:18][CH:17]=1)([C:4]([CH3:7])([CH3:6])[CH3:5])([CH3:3])[CH3:2].[H-].[Na+].I[CH3:26]>O1CCCC1>[Si:1]([O:8][CH2:9][CH2:10][CH2:11][N:12]([CH3:26])[C:13](=[O:22])[O:14][CH2:15][C:16]1[CH:17]=[CH:18][CH:19]=[CH:20][CH:21]=1)([C:4]([CH3:6])([CH3:7])[CH3:5])([CH3:3])[CH3:2] |f:1.2|. Procedure: To the solution of benzyl 3-(tert-butyldimethylsilyloxy)propylcarbamate (5 g, 15.5 mmol) in tetrahydrofuran (20 ml), sodium hydride (1.24 g, 31 mmol, 60% in mineral oil) and iodomethane (3.86 ml, 62 mmol) were added slowly. The reaction temperature was warmed up to room temperature, and stirred for overnight. The reaction was completed quenched by water and organic material was extracted with ether. After evaporation of volatile material under reduced pressure, the residue was purified with sili... Reactants: CCOC(C)=O, CNC, CCCCCCC, N#Cc1nn(-c2c(Cl)cc(C(F)(F)F)cc2Cl)c(N)c1S(=O)(=O)C(F)(F)F, C1COCCO1, O. The product is CN(C)c1cc(C(F)(F)F)cc(Cl)c1-n1nc(C#N)c(S(=O)(=O)C(F)(F)F)c1N. Reaction SMILES: [C:31]([O:32][CH2:33][CH3:34])(=[O:35])[CH3:36].[CH3:28][NH:29][CH3:30].[CH3:37][CH2:38][CH2:39][CH2:40][CH2:41][CH2:42][CH3:43].[NH2:1][c:2]1[c:3]([S:21](=[O:22])(=[O:23])[C:24]([F:25])([F:26])[F:27])[c:4]([C:19]#[N:20])[n:5][n:6]1-[c:7]1[c:8]([Cl:18])[cH:9][c:10]([C:14]([F:15])([F:16])[F:17])[cH:11][c:12]1[Cl:13].[O:45]1[CH2:46][CH2:47][O:48][CH2:49][CH2:50]1.[OH2:44]>>[NH2:1][c:2]1[c:3]([S:21](=[O:22])(=[O:23])[C:24]([F:25])([F:26])[F:27])[c:4]([C:19]#[N:20])[n:5][n:6]1-[c:7]1[c:8]([Cl:18])[cH:9][c:10]([C:14]([F:15])([F:16])[F:17])[cH:11][c:12]1[N:29]([CH3:28])[CH3:30]. Reactants: ClC=1C=C(C=C(C1OC1=NC=C(C=C1Cl)C(F)(F)F)Cl)O (3,5-dichloro-4-(3-chloro-5-trifluoromethyl-2-pyridyloxy)phenol), C([O-])([O-])=O.[K+].[K+] (potassium carbonate), ClC(=CCCl)Cl (1,1,3-trichloro-1-propene), ice water, crude product. The solvent is CN(C=O)C (N,N-dimethylformamide), CN(C=O)C (N,N-dimethylformamide). The product is ClC=1C=C(C=C(C1OC1=NC=C(C=C1Cl)C(F)(F)F)Cl)OCC=C(Cl)Cl (3,5-dichloro-4-(3-chloro-5-trifluoromethyl-2-pyridyloxy)-1-(3,3-dichloro-2-propenyloxy)benzene). The yield is 79.2%. RXN SMILES: [Cl:1][C:2]1[CH:3]=[C:4]([OH:21])[CH:5]=[C:6]([Cl:20])[C:7]=1[O:8][C:9]1[C:14]([Cl:15])=[CH:13][C:12]([C:16]([F:19])([F:18])[F:17])=[CH:11][N:10]=1.C(=O)([O-])[O-].[K+].[K+].[Cl:28][C:29]([Cl:33])=[CH:30][CH2:31]Cl>CN(C)C=O>[Cl:1][C:2]1[CH:3]=[C:4]([O:21][CH2:31][CH:30]=[C:29]([Cl:33])[Cl:28])[CH:5]=[C:6]([Cl:20])[C:7]=1[O:8][C:9]1[C:14]([Cl:15])=[CH:13][C:12]([C:16]([F:19])([F:17])[F:18])=[CH:11][N:10]=1 |f:1.2.3|. Procedure: To a mixture of 93 mg of 3,5-dichloro-4-(3-chloro-5-trifluoromethyl-2-pyridyloxy)phenol, 40 mg of potassium carbonate and 10 ml of N,N-dimethylformamide, a solution prepared by dissolving 42 mg of 1,1,3-trichloro-1-propene in 3 ml of N,N-dimethylformamide was added dropwise at room temperature with stirring. After stirring at room temperature for 5 hours, the reaction solution was poured into ice-water, and extracted twice with 40 ml of diethyl ether. Then, the ether layers were combined, washed...